From a dataset of the Open Reaction Database (ORD), a public repository of structured organic reaction records. describe an organic reaction: reactants, conditions, products, and yield The reactants are BrCC=CC#CC(C)(C)C (1-bromo-6,6-dimethyl-2-hepten-4-yne), C([O-])([O-])=O.[K+].[K+] (potassium carbonate), Cl.CNCC1=CC(=CC=C1)NC(C1=CC=CC=C1)=O (N-methyl-3-benzoylaminobenzylamine hydrochloride). Solvent: O (water), CN(C=O)C (dimethylformamide). Product: CC(C#C\C=C/CN(C)CC1=CC(=CC=C1)NC(C1=CC=CC=C1)=O)(C)C ((Z)-N-(6,6-dimethyl-2-hepten-4-ynyl)-N-methyl-3-benzoylaminobenzylamine). RXN SMILES: Cl.[CH3:2][NH:3][CH2:4][C:5]1[CH:10]=[CH:9][CH:8]=[C:7]([NH:11][C:12](=[O:19])[C:13]2[CH:18]=[CH:17][CH:16]=[CH:15][CH:14]=2)[CH:6]=1.Br[CH2:21][CH:22]=[CH:23][C:24]#[C:25][C:26]([CH3:29])([CH3:28])[CH3:27].C(=O)([O-])[O-].[K+].[K+]>CN(C)C=O.O>[CH3:27][C:26]([CH3:29])([CH3:28])[C:25]#[C:24]/[CH:23]=[CH:22]\[CH2:21][N:3]([CH2:4][C:5]1[CH:10]=[CH:9][CH:8]=[C:7]([NH:11][C:12](=[O:19])[C:13]2[CH:18]=[CH:17][CH:16]=[CH:15][CH:14]=2)[CH:6]=1)[CH3:2] |f:0.1,3.4.5|. Procedure details: N-methyl-3-benzoylaminobenzylamine hydrochloride (277 mg) was dissolved in 3 ml of dimethylformamide, and 221 mg of 1-bromo-6,6-dimethyl-2-hepten-4-yne and 552 mg of potassium carbonate were stirred overnight at room temperature. The reaction mixture was diluted with water, and extracted with ethyl ether. The extract was washed with a saturated aqueous sodium chloride solution, and dried over anhydrous sodium sulfate. The desiccant was separated by filtration, and then the solvent was evaporated... Starting materials: CC(C)(C)N(C([O-])=O)CC(=O)NN1C(=CC=C1)C(C)=O (1,1-dimethylethyl-[2-[(2-acetyl-1H-pyrrol-1-yl)-amino]-2-oxoethyl]carbamate), Cl (HCl), CCOC(=O)C.CCCCCC (EtOAc hexane). Solvent: C(C)(=O)OCC (ethyl acetate), C(C)(C)O (isopropanol). Reaction conditions: time 24 hour. Yields the product Cl.C(C)(=O)C=1N(C=CC1)NC(CN)=O (N-(2-Acetyl-1H-pyrrol-1-yl)-2-aminoacetamide Hydrochloride). Reaction SMILES: CC([N:5]([CH2:9][C:10]([NH:12][N:13]1[CH:17]=[CH:16][CH:15]=[C:14]1[C:18](=[O:20])[CH3:19])=[O:11])C(=O)[O-])(C)C.[ClH:21].CCOC(C)=O.CCCCCC>C(OCC)(=O)C.C(O)(C)C>[ClH:21].[C:18]([C:14]1[N:13]([NH:12][C:10](=[O:11])[CH2:9][NH2:5])[CH:17]=[CH:16][CH:15]=1)(=[O:20])[CH3:19] |f:2.3,6.7|. Reported procedure: To a stirred solution consisting of 1,1-dimethylethyl-[2-[(2-acetyl-1H-pyrrol-1-yl)-amino]-2-oxoethyl]carbamate (5.90 g) in ethyl acetate (45 ml) and isopropanol (35 ml) was added ethereal HCl (1.7M, excess). The resulting suspension was gently heated until the reaction mixture was homogeneous. After stirring for 24 hours at room temperature, the reaction appeared complete by TLC (silica gel, 50% EtOAc/hexane). The solid product was collected by filtration under nitrogen and recrystallized from ... Starting materials: CC1=CC=C(C=C1)S(=O)(=O)OC[C@@H]1[C@@H]([C@H]([C@@H](C1)O[Si](C)(C)C(C)(C)C)\C=C\[C@H](CCCCC)O[Si](C)(C)C(C)(C)C)CC1=CC(=CC=C1)OCC1=CC=CC=C1 (((1S,2S,3R,4R)-2-(3-(benzyloxy)benzyl)-4-(tert-butyldimethylsilyoxy)-3-((S,E)-3-(tert-butyldimethylsilyoxy)oct-1-enyl)cyclopentyl)methyl 4-methylbenzenesulfonate), [OH-].[K+] (potassium hydroxide). The reagents and catalysts are [Pd] (Pd/C). Solvent: CO (methanol). Yields the product CC1=CC=C(C=C1)S(=O)(=O)OC[C@@H]1[C@@H]([C@H]([C@@H](C1)O[Si](C)(C)C(C)(C)C)\C=C\[C@H](CCCCC)O[Si](C)(C)C(C)(C)C)CC1=CC(=CC=C1)O (((1S,2S,3R,4R)-2-(3-hydroxybenzyl)-4-(tert-butyldimethylsilyoxy)-3-((S,E)-3-(tert-butyl dimethylsilyoxy)oct-1-enyl)cyclopentyl)methyl 4-methylbenzenesulfonate). Isolated yield 90.0%. As a reaction SMILES: [CH3:1][C:2]1[CH:7]=[CH:6][C:5]([S:8]([O:11][CH2:12][C@H:13]2[CH2:17][C@@H:16]([O:18][Si:19]([C:22]([CH3:25])([CH3:24])[CH3:23])([CH3:21])[CH3:20])[C@H:15](/[CH:26]=[CH:27]/[C@@H:28]([O:34][Si:35]([C:38]([CH3:41])([CH3:40])[CH3:39])([CH3:37])[CH3:36])[CH2:29][CH2:30][CH2:31][CH2:32][CH3:33])[C@H:14]2[CH2:42][C:43]2[CH:48]=[CH:47][CH:46]=[C:45]([O:49]CC3C=CC=CC=3)[CH:44]=2)(=[O:10])=[O:9])=[CH:4][CH:3]=1.[OH-].[K+]>CO.[Pd]>[CH3:1][C:2]1[CH:3]=[CH:4][C:5]([S:8]([O:11][CH2:12][C@H:13]2[CH2:17][C@@H:16]([O:18][Si:19]([C:22]([CH3:23])([CH3:24])[CH3:25])([CH3:21])[CH3:20])[C@H:15](/[CH:26]=[CH:27]/[C@@H:28]([O:34][Si:35]([C:38]([CH3:39])([CH3:40])[CH3:41])([CH3:36])[CH3:37])[CH2:29][CH2:30][CH2:31][CH2:32][CH3:33])[C@H:14]2[CH2:42][C:43]2[CH:48]=[CH:47][CH:46]=[C:45]([OH:49])[CH:44]=2)(=[O:10])=[O:9])=[CH:6][CH:7]=1 |f:1.2|. Procedure: A solution of ((1S,2S,3R,4R)-2-(3-(benzyloxy)benzyl)-4-(tert-butyldimethylsilyoxy)-3-((S,E)-3-(tert-butyldimethylsilyoxy)oct-1-enyl)cyclopentyl)methyl 4-methylbenzenesulfonate (15.7 g, 0.019 mol) in dry methanol (150 ml) was treated with potassium hydroxide (3.25 g, 0.057 mol), then with 5% Pd/C (6.28 g, 40% wt) under hydrogen for 5 hr. Then, the reaction mixture was filtered with celite pad. The solvent was evaporated off under vacuum. The crude product was purified by chromatography on silica ... The reactants are BrC1=CC(=NC=C1C(F)F)Cl (4-bromo-2-chloro-5-(difluoromethyl)pyridine), B1(OC(C(O1)(C)C)(C)C)B2OC(C(O2)(C)C)(C)C (Bis(pinacolato)diboron), CC(=O)[O-].[K+] (KOAc), solution, C(=O)([O-])[O-].[K+].[K+] (K2CO3), C(Cl)Cl (CH2Cl2), C(Cl)Cl (CH2Cl2), BrC=1SC2=C(N1)C=C(C(=C2C2=CC=C(C=C2)Cl)[C@@H](C(=O)OCC)OC(C)(C)C)C ((S)-ethyl 2-(2-bromo-7-(4-chlorophenyl)-5-methylbenzo[d]thiazol-6-yl)-2-tert-butoxyacetate). Reagents/catalysts: C1=CC=C(C=C1)P([C-]2C=CC=C2)C3=CC=CC=C3.C1=CC=C(C=C1)P([C-]2C=CC=C2)C3=CC=CC=C3.Cl[Pd]Cl.[Fe+2] (PdCl2(dppf)), C1=CC=C(C=C1)P([C-]2C=CC=C2)C3=CC=CC=C3.C1=CC=C(C=C1)P([C-]2C=CC=C2)C3=CC=CC=C3.Cl[Pd]Cl.[Fe+2] (PdCl2(dppf)). Run in CCOC(=O)C (EtOAc), O1CCOCC1 (dioxane). Run at temperature 100 celsius. Product: C(C)(C)(C)O[C@H](C(=O)OCC)C1=C(C2=C(N=C(S2)C2=CC(=NC=C2C(F)F)Cl)C=C1C)C1=CC=C(C=C1)Cl ((S)-ethyl 2-(tert-butoxy)-2-(2-(2-chloro-5-(difluoromethyl)pyridin-4-yl)-7-(4-chlorophenyl)-5-methylbenzo[d]thiazol-6-yl)acetate). Reaction SMILES: Br[C:2]1[C:7]([CH:8]([F:10])[F:9])=[CH:6][N:5]=[C:4]([Cl:11])[CH:3]=1.B1(B2OC(C)(C)C(C)(C)O2)OC(C)(C)C(C)(C)O1.C(Cl)Cl.CC([O-])=O.[K+].Br[C:39]1[S:40][C:41]2[C:47]([C:48]3[CH:53]=[CH:52][C:51]([Cl:54])=[CH:50][CH:49]=3)=[C:46]([C@H:55]([O:61][C:62]([CH3:65])([CH3:64])[CH3:63])[C:56]([O:58][CH2:59][CH3:60])=[O:57])[C:45]([CH3:66])=[CH:44][C:42]=2[N:43]=1.C([O-])([O-])=O.[K+].[K+]>O1CCOCC1.CCOC(C)=O.C1C=CC(P(C2C=CC=CC=2)[C-]2C=CC=C2)=CC=1.C1C=CC(P(C2C=CC=CC=2)[C-]2C=CC=C2)=CC=1.Cl[Pd]Cl.[Fe+2]>[C:62]([O:61][C@@H:55]([C:46]1[C:45]([CH3:66])=[CH:44][C:42]2[N:43]=[C:39]([C:2]3[C:7]([CH:8]([F:10])[F:9])=[CH:6][N:5]=[C:4]([Cl:11])[CH:3]=3)[S:40][C:41]=2[C:47]=1[C:48]1[CH:49]=[CH:50][C:51]([Cl:54])=[CH:52][CH:53]=1)[C:56]([O:58][CH2:59][CH3:60])=[O:57])([CH3:63])([CH3:64])[CH3:65] |f:3.4,6.7.8,11.12.13.14|. Reported procedure: A microwave vial was charged with 4-bromo-2-chloro-5-(difluoromethyl)pyridine (155 mg, 0.64 mmol), Bis(pinacolato)diboron (179 mg, 0.70 mmol), PdCl2(dppf).CH2Cl2 (55 mg, 0.07 mmol), then KOAc (198 mg, 2.00 mmol). The vial was flushed with argon, diluted with dioxane (4 mL), sealed, then heated to 100° C. for 1 hour. The reaction mixture was allowed to cool to room temperature and then a portion of this cooled solution (1.2 mL, 0.19 mmol) was added to a vial that was charged with (S)-ethyl 2-(2-b... The reactants are C1(CCCCC1)N=C=NC1CCCCC1 (N,N'-dicyclohexylcarbodiimide), OC1=CC=C(C=O)C=C1 (4-hydroxybenzaldehyde), C(\C=C\C)(=O)O ((E)-but-2-enoic acid). The reagents and catalysts are CN(C1=CC=NC=C1)C (4-(dimethylamino)pyridine). Solvent: ClCCl (dichloromethane). Run at time 8 hour. Product: C(\C=C\C)(=O)OC1=CC=C(C=O)C=C1 (4-[(E)-but-2-enoyloxy]benzaldehyde). Isolated yield 111.9%. RXN SMILES: C1(N=C=NC2CCCCC2)CCCCC1.[OH:16][C:17]1[CH:24]=[CH:23][C:20]([CH:21]=[O:22])=[CH:19][CH:18]=1.[C:25](O)(=[O:29])/[CH:26]=[CH:27]/[CH3:28]>CN(C)C1C=CN=CC=1.ClCCl>[C:25]([O:16][C:17]1[CH:24]=[CH:23][C:20]([CH:21]=[O:22])=[CH:19][CH:18]=1)(=[O:29])/[CH:26]=[CH:27]/[CH3:28]. Reported procedure: 17.8 g of N,N'-dicyclohexylcarbodiimide were added while stirring within 5 minutes to a solution of 7.0 g of 4-hydroxybenzaldehyde, 7.4 g of (E)-but-2-enoic acid and 0.1 g of 4-(dimethylamino)pyridine in 50 ml of dichloromethane. The reaction mixture was stirred overnight, then filtered. The filtrate was washed with saturated sodium bicarbonate solution and with water and concentrated. Chomatographic purification of the residue on silica gel with hexane/ethyl acetate (vol. 3:7) and two-fold recr... Reactants: COC(C1=CC=C(C=C1)OC1=CN=C(S1)NC(C(O[C@H]1COCC1)C1=CC=C(C=C1)S(=O)(=O)C1CC1)=O)=O (4-(2-{2-(4-Cyclopropanesulfonyl-phenyl)-2-[(R)-(tetrahydro-furan-3-yl)oxy]-acetylamino}-thiazol-5-yloxy)-benzoic acid methyl ester), [Li+].[OH-] (LiOH). The solvent is C1CCOC1.CO.O (THF MeOH Water). Yields the product C1(CC1)S(=O)(=O)C1=CC=C(C=C1)C(C(=O)NC=1SC(=CN1)OC1=CC=C(C(=O)O)C=C1)O[C@H]1COCC1 (4-(2-{2-(4-Cyclopropanesulfonyl-phenyl)-2-[(R)-(tetrahydro-furan-3-yl)oxy]-acetylamino}-thiazol-5-yloxy)-benzoic acid). Yield: 0.1%. Reaction SMILES: C[O:2][C:3](=[O:38])[C:4]1[CH:9]=[CH:8][C:7]([O:10][C:11]2[S:15][C:14]([NH:16][C:17](=[O:37])[CH:18]([C:25]3[CH:30]=[CH:29][C:28]([S:31]([CH:34]4[CH2:36][CH2:35]4)(=[O:33])=[O:32])=[CH:27][CH:26]=3)[O:19][C@@H:20]3[CH2:24][CH2:23][O:22][CH2:21]3)=[N:13][CH:12]=2)=[CH:6][CH:5]=1.[Li+].[OH-]>C1COCC1.CO.O>[CH:34]1([S:31]([C:28]2[CH:29]=[CH:30][C:25]([CH:18]([O:19][C@@H:20]3[CH2:24][CH2:23][O:22][CH2:21]3)[C:17]([NH:16][C:14]3[S:15][C:11]([O:10][C:7]4[CH:8]=[CH:9][C:4]([C:3]([OH:38])=[O:2])=[CH:5][CH:6]=4)=[CH:12][N:13]=3)=[O:37])=[CH:26][CH:27]=2)(=[O:33])=[O:32])[CH2:36][CH2:35]1 |f:1.2,3.4.5|. Procedure: The compound of example B30 was obtained by similar method described in example B28 using 4-(2-{2-(4-Cyclopropanesulfonyl-phenyl)-2-[(R)-(tetrahydro-furan-3-yl)oxy]-acetylamino}-thiazol-5-yloxy)-benzoic acid methyl ester (0.180 g, 0.32mmol), LiOH (0.067 g, 1.61 mmol) in THF: MeOH: Water (1:1:1, 9 mL) to provide the title compound (0.160 mg, 92%).